The task is: describe an organic reaction: reactants, conditions, products, and yield. This data is from the Open Reaction Database (ORD), a public repository of structured organic reaction records. Reactants: CC1CO1, C1CO1, COC(CC(OC)OC)OC, COC(CC1OCCO1)OC, COC(C)OC(CC(OC)OC)OC, COC=O, C=COC. The product is COC(C)OC(CC1OCCO1)OC. As a reaction SMILES: [CH2:1]1[O:2][CH:3]1[CH3:4].[CH2:5]1[O:6][CH2:7]1.[CH3:12][O:13][CH:14]([O:15][CH3:16])[CH2:17][CH:18]([O:19][CH3:20])[O:21][CH3:22].[CH3:23][O:24][CH:25]([O:26][CH3:27])[CH2:28][CH:29]1[O:30][CH2:31][CH2:32][O:33]1.[CH3:34][O:35][CH:36]([CH3:37])[O:38][CH:39]([CH2:40][CH:41]([O:42][CH3:43])[O:44][CH3:45])[O:46][CH3:47].[CH:48]([O:49][CH3:50])=[O:51].[CH:8]([O:9][CH3:10])=[CH2:11]>>[CH3:34][O:35][CH:36]([CH3:37])[O:38][CH:39]([CH2:40][CH:41]1[O:42][CH2:43][CH2:45][O:44]1)[O:46][CH3:47]. The reactants are C(C)(C)(C)OC(=O)N1CCC(CC1)NC1=NC(=NC=C1)Cl (4-(2-chloro-pyrimidin-4-ylamino)-piperidine-1-carboxylic acid tert-butyl ester). Solvent: C(C)O (ethanol), Cl (HCl), O1CCOCC1 (dioxane). Yields the product Cl.Cl.ClC1=NC=CC(=N1)NC1CCNCC1 ((2-Chloro-pyrimidin-4-yl)-piperidin-4-yl-amine dihydrochloride). As a reaction SMILES: C(OC([N:8]1[CH2:13][CH2:12][CH:11]([NH:14][C:15]2[CH:20]=[CH:19][N:18]=[C:17]([Cl:21])[N:16]=2)[CH2:10][CH2:9]1)=O)(C)(C)C>C(O)C.Cl.O1CCOCC1>[ClH:21].[ClH:21].[Cl:21][C:17]1[N:16]=[C:15]([NH:14][CH:11]2[CH2:12][CH2:13][NH:8][CH2:9][CH2:10]2)[CH:20]=[CH:19][N:18]=1 |f:4.5.6|. Procedure: A solution of 4-(2-chloro-pyrimidin-4-ylamino)-piperidine-1-carboxylic acid tert-butyl ester (3.2 g, 10.23 mmol) in ethanol (40 mL) and 4 M HCl in dioxane (70 mL) was stirred at rt for 2 h. The solvent was removed under reduced pressure and the crude product used in the consecutive step without further purification assuming quantitative deprotection and formation of the dihydrochloride salt. MS (ISP): 213.3 [M+H]+. Starting materials: ClCCl, C=CCc1ccc(F)c(-c2ccccc2Cl)c1O. Product: CC=Cc1ccc(F)c(-c2ccccc2Cl)c1O. Reaction SMILES: [CH2:19]([Cl:20])[Cl:21].[CH2:1]([CH:2]=[CH2:3])[c:4]1[c:5]([OH:18])[c:6](-[c:11]2[c:12]([Cl:17])[cH:13][cH:14][cH:15][cH:16]2)[c:7]([F:10])[cH:8][cH:9]1>>[CH:1](=[CH:2][CH3:3])[c:4]1[c:5]([OH:18])[c:6](-[c:11]2[c:12]([Cl:17])[cH:13][cH:14][cH:15][cH:16]2)[c:7]([F:10])[cH:8][cH:9]1.